Dataset: the Open Reaction Database (ORD), a public repository of structured organic reaction records. Task: describe an organic reaction: reactants, conditions, products, and yield Starting materials: O=C(Cl)c1ccccc1, O=C1NC(=S)SC1=Cc1ccc(Cl)c(Cl)c1, c1ccncc1. Yields the product O=C1C(=Cc2ccc(Cl)c(Cl)c2)SC(=S)N1C(=O)c1ccccc1. RXN SMILES: [C:17]([c:18]1[cH:19][cH:20][cH:21][cH:22][cH:23]1)(=[O:24])[Cl:25].[Cl:1][c:2]1[cH:3][c:4]([CH:9]=[C:10]2[C:11](=[O:16])[NH:12][C:13](=[S:15])[S:14]2)[cH:5][cH:6][c:7]1[Cl:8].[cH:26]1[cH:27][cH:28][n:29][cH:30][cH:31]1>>[Cl:1][c:2]1[cH:3][c:4]([CH:9]=[C:10]2[C:11](=[O:16])[N:12]([C:17]([c:18]3[cH:19][cH:20][cH:21][cH:22][cH:23]3)=[O:24])[C:13](=[S:15])[S:14]2)[cH:5][cH:6][c:7]1[Cl:8]. The reactants are O1C(CCCC1)ONC(=O)[C@@H](C\C=C\C1=CC=CC=C1)[C@H](C(=O)NNCC(C)C)CC(C)C ((E)-2(R)-[1(S)-[(tetrahydro-2(RS)-pyranyloxy)carbamoyl]-4-phenyl-3-butenyl]-2′-isobutyl-4-methylvalerohydrazide), Br.N1(CCCC1)CC(=O)O (2-(1-pyrrolidinyl)acetic acid hydrogen bromide), C(C)N1CCOCC1 (N-ethylmorpholine), ON1N=NC2=C1C=CC=C2 (1-hydroxybenzotriazole), Cl.C(C)N=C=NCCCN(C)C (1-ethyl-3-(3-dimethylaminopropyl)carbodiimide hydrochloride). The solvent is CN(C=O)C (dimethylformamide). Run at time 1 hour. Yields the product O1C(CCCC1)ONC(=O)[C@@H](C\C=C\C1=CC=CC=C1)[C@](C(=O)NNCC(C)C)(CC(C)C)C(CN1CCCC1)=O ((E)-2(R)-[1(S)-[(tetrahydro-2(RS)-pyranyloxy)carbamoyl]-4-phenyl-3-butenyl]-2′-isobutyl-4-methyl-2-[2-(1-pyrrolidinyl)acetyl]valerohydrazide). Isolated yield 65.0%. Reaction SMILES: Br.[N:2]1([CH2:7][C:8]([OH:10])=O)[CH2:6][CH2:5][CH2:4][CH2:3]1.C(N1CCOCC1)C.ON1C2C=CC=CC=2N=N1.Cl.C(N=C=NCCCN(C)C)C.[O:41]1[CH2:46][CH2:45][CH2:44][CH2:43][CH:42]1[O:47][NH:48][C:49]([C@H:51]([C@@H:61]([CH2:70][CH:71]([CH3:73])[CH3:72])[C:62]([NH:64][NH:65][CH2:66][CH:67]([CH3:69])[CH3:68])=[O:63])[CH2:52]/[CH:53]=[CH:54]/[C:55]1[CH:60]=[CH:59][CH:58]=[CH:57][CH:56]=1)=[O:50]>CN(C)C=O>[O:41]1[CH2:46][CH2:45][CH2:44][CH2:43][CH:42]1[O:47][NH:48][C:49]([C@H:51]([C@@:61]([C:8](=[O:10])[CH2:7][N:2]1[CH2:3][CH2:4][CH2:5][CH2:6]1)([CH2:70][CH:71]([CH3:73])[CH3:72])[C:62]([NH:64][NH:65][CH2:66][CH:67]([CH3:68])[CH3:69])=[O:63])[CH2:52]/[CH:53]=[CH:54]/[C:55]1[CH:60]=[CH:59][CH:58]=[CH:57][CH:56]=1)=[O:50] |f:0.1,4.5|. Procedure: A solution of 0.309 g of 2-(1-pyrrolidinyl)acetic acid hydrogen bromide in 20 ml of dimethylformamide was treated in sequence with 0.324 ml of N-ethylmorpholine, 0.212 g of 1-hydroxybenzotriazole and 0.301 g of 1-ethyl-3-(3-dimethylaminopropyl)carbodiimide hydrochloride. Stirring was continued at room temperature and for 1 hour then 0.450 g of (E)-2(R)-[1(S)-[(tetrahydro-2(RS)-pyranyloxy)carbamoyl]-4-phenyl-3-butenyl]-2′-isobutyl-4-methylvalerohydrazide was added. Stirring was continued overnigh...